The task is: describe an organic reaction: reactants, conditions, products, and yield. This data is from the Open Reaction Database (ORD), a public repository of structured organic reaction records. The reactants are COC1=CC=C(N)C=C1 (4-Methoxyaniline), C(CCC)(=O)C(C(=O)OCC)=COCC (ethyl 2-butyryl-3-ethoxyacrylate). The product is C(CCC)(=O)C(C(=O)OCC)=CNC1=CC=C(C=C1)OC (ethyl 2-butyryl-3-(4-methoxyphenylamino)acrylate). Isolated yield 131.9%. As a reaction SMILES: [CH3:1][O:2][C:3]1[CH:9]=[CH:8][C:6]([NH2:7])=[CH:5][CH:4]=1.[C:10]([C:15](=[CH:21]OCC)[C:16]([O:18][CH2:19][CH3:20])=[O:17])(=[O:14])[CH2:11][CH2:12][CH3:13]>>[C:10]([C:15](=[CH:21][NH:7][C:6]1[CH:8]=[CH:9][C:3]([O:2][CH3:1])=[CH:4][CH:5]=1)[C:16]([O:18][CH2:19][CH3:20])=[O:17])(=[O:14])[CH2:11][CH2:12][CH3:13]. Procedure: 4-Methoxyaniline (25 g) and ethyl 2-butyryl-3-ethoxyacrylate (57 g) were heated together on a rotary evaporator (bath temp 100°) for 1 hour to give ethyl 2-butyryl-3-(4-methoxyphenylamino)acrylate (78 g) as an orange oil. Reactants: C1(=CC=C(C=C1)N=C(C=1C(C(=S)O)=CC(=CC1C1=CC=CC=C1)[N+](=O)[O-])O)C (5-nitro-3-phenylthiophthalic acid N-p-toluylimide), C[O-].[Na+] (sodium methylate), CO (methanol), Cl (hydrochloric acid). The solvent is CS(=O)C (dimethyl sulfoxide), CS(=O)C (dimethyl sulfoxide). Run at temperature 25 celsius, time 1 day. Product: C1(=CC=C(C=C1)N=C(C=1C(C(=S)O)=CC(=CC1C1=CC=CC=C1)OC)O)C (5-Methoxy-3phenylthiophthalic acid N-p-toluylimide). As a reaction SMILES: [CH3:1][O-:2].[Na+].CO.[C:6]1([CH3:33])[CH:11]=[CH:10][C:9]([N:12]=[C:13]([OH:32])[C:14]2[C:15](=[CH:19][C:20]([N+]([O-])=O)=[CH:21][C:22]=2[C:23]2[CH:28]=[CH:27][CH:26]=[CH:25][CH:24]=2)[C:16]([OH:18])=[S:17])=[CH:8][CH:7]=1.Cl>CS(C)=O>[C:6]1([CH3:33])[CH:11]=[CH:10][C:9]([N:12]=[C:13]([OH:32])[C:14]2[C:15](=[CH:19][C:20]([O:2][CH3:1])=[CH:21][C:22]=2[C:23]2[CH:28]=[CH:27][CH:26]=[CH:25][CH:24]=2)[C:16]([OH:18])=[S:17])=[CH:8][CH:7]=1 |f:0.1|. Procedure: 110 ml of 1.0 M sodium methylate solution in 110 mmols of absolute methanol are evaporated to dryness and the residue is suspended in 200 ml of dimethyl sulfoxide. 39.04 g (100 mmols) of 5-nitro-3-phenylthiophthalic acid N-p-toluylimide in 200 ml of dimethyl sulfoxide are added, the mixture is stirred for one day at 25° C. and then discharged into 1.5 liters of dilute hydrochloric acid and the resulting mixture is extracted with chloroform. The organic phase is washed three times with water, dri... The reactants are C(N)([O-])=S (thiocarbamate), C(C1=CC=CC=C1)(=O)[O-] (benzoate), Br.NC=1SC2=C(N1)C=CC=C2C(=O)OCC (ethyl 2-amino-1,3-benzothiazole-7-carboxylate hydrobromide), Br.NC=1SC2=C(N1)C=C(C=C2)C(=O)OCC (ethyl 2-amino-1,3-benzothiazole-5-carboxylate hydrobromide). Solvent: C(Cl)(Cl)Cl (chloroform), C(Cl)(Cl)Cl (chloroform), C(C)(=O)O (acetic acid). The product is NC=1SC2=C(N1)C=CC=C2C(=O)OCC (ethyl 2-amino-1,3-benzothiazole-7-carboxylate). Reaction SMILES: C(=S)([O-])N.C([O-])(=O)C1C=CC=CC=1.Br.[NH2:15][C:16]1[S:17][C:18]2[C:24]([C:25]([O:27][CH2:28][CH3:29])=[O:26])=[CH:23][CH:22]=[CH:21][C:19]=2[N:20]=1.Br.NC1SC2C=CC(C(OCC)=O)=CC=2N=1>C(Cl)(Cl)Cl.C(O)(=O)C>[NH2:15][C:16]1[S:17][C:18]2[C:24]([C:25]([O:27][CH2:28][CH3:29])=[O:26])=[CH:23][CH:22]=[CH:21][C:19]=2[N:20]=1 |f:2.3,4.5|. Procedure details: A solution of thiocarbamate (12.2 mmol) in chloroform (10 mL) was added dropwise over a period of 40 min to a vigorously maintained mixture of ethyl 3-[aminocarbonothioyl)amino]benzoate (5.78 mmol), glacial acetic acid (10 mL) and chloroform (10 mL). The mixture was maintained 30 min at rt and then was heated at 70° C. for 4 h. The mixture was allowed to cool to room temperature and maintained for an additional 13 h. The volatiles were removed under reduced pressure and the solid residue was sus... Reactants: c1cc2n(c1)CCNC2, CCSC1=NC(=O)C(=Cc2ccc3c(cnn3Cc3ccc(C(F)(F)F)cc3C(F)(F)F)c2)S1. Product: O=C1N=C(N2CCn3cccc3C2)SC1=Cc1ccc2c(cnn2Cc2ccc(C(F)(F)F)cc2C(F)(F)F)c1. Reaction SMILES: [CH2:35]1[c:36]2[n:37]([cH:41][cH:42][cH:43]2)[CH2:38][CH2:39][NH:40]1.[F:1][C:2]([c:3]1[c:4]([CH2:5][n:6]2[n:7][cH:8][c:9]3[cH:10][c:11]([CH:15]=[C:16]4[C:17](=[O:24])[N:18]=[C:19]([S:21][CH2:22][CH3:23])[S:20]4)[cH:12][cH:13][c:14]23)[cH:25][cH:26][c:27]([C:29]([F:30])([F:31])[F:32])[cH:28]1)([F:33])[F:34]>>[F:1][C:2]([c:3]1[c:4]([CH2:5][n:6]2[n:7][cH:8][c:9]3[cH:10][c:11]([CH:15]=[C:16]4[C:17](=[O:24])[N:18]=[C:19]([N:40]5[CH2:35][c:36]6[n:37]([cH:41][cH:42][cH:43]6)[CH2:38][CH2:39]5)[S:20]4)[cH:12][cH:13][c:14]23)[cH:25][cH:26][c:27]([C:29]([F:30])([F:31])[F:32])[cH:28]1)([F:33])[F:34]. Starting materials: ClC=1C=C(C=CC1)N1C=NC2=C(C1=N)C(=NN2)NC2=CC(=CC=C2)OC (5-(3-chloro-phenyl)-1,5-dihydro-4-imino-3-(3-methoxy-phenylamino)-4H-pyrazolo[3,4-d]pyrimidine), O1CCOCC1 (dioxane). Solvent: O (water). Reaction conditions: temperature 0 celsius. The product is ClC=1C=C(C=CC1)NC1=C2C(=NC=N1)NN=C2NC2=CC(=CC=C2)OC (4-(3-Chloro-phenylamino)-3-(3-methoxy-phenylamino)-1H-pyrazolo[3,4-d]-pyrimidine). As a reaction SMILES: [Cl:1][C:2]1[CH:3]=[C:4]([N:8]2[C:13](=[NH:14])[C:12]3[C:15]([NH:18][C:19]4[CH:24]=[CH:23][CH:22]=[C:21]([O:25][CH3:26])[CH:20]=4)=[N:16][NH:17][C:11]=3[N:10]=[CH:9]2)[CH:5]=[CH:6][CH:7]=1.O1CCOCC1>O>[Cl:1][C:2]1[CH:3]=[C:4]([NH:8][C:13]2[N:14]=[CH:9][N:10]=[C:11]3[NH:17][N:16]=[C:15]([NH:18][C:19]4[CH:24]=[CH:23][CH:22]=[C:21]([O:25][CH3:26])[CH:20]=4)[C:12]=23)[CH:5]=[CH:6][CH:7]=1. Procedure details: A mixture of 0.9 g (2.45 mmol) of 5-(3-chloro-phenyl)-1,5-dihydro-4-imino-3-(3-methoxy-phenylamino)-4H-pyrazolo[3,4-d]pyrimidine, 18 ml of dioxane and 18 ml of water is heated under reflux for 10 hours. Cooling to 0° C., filtering and recrystallization from methanol/water and from methanol yield the title compound; m.p. 203-204° C. Starting materials: ClC1=CC=2N(C=C1)C(=C(N2)CC)I (7-chloro-2-ethyl-3-iodoimidazo[1,2-a]pyridine), FC=1C=CC\2=C(OCC3=C(/C2=C(\C#N)/C)C=CC(=C3)C=O)C1 ((E)-2-(3-fluoro-8-formyldibenzo[b,e]oxepin-11(6H)-ylidene)propanenitrile). The product is FC=1C=CC\2=C(OCC3=C(/C2=C(\C#N)/C)C=CC(=C3)C(O)C3=C(N=C2N3C=CC(=C2)Cl)CC)C1 ((E)-2-{3-fluoro-8-[(7-chloro-2-ethylimidazo[1,2-a]pyridin-3-yl)(hydroxy)methyl]dibenzo[b,e]oxepin-11(6H)-ylidene}propanenitrile). The yield is 88.8%. Reaction SMILES: [Cl:1][C:2]1[CH:7]=[CH:6][N:5]2[C:8](I)=[C:9]([CH2:11][CH3:12])[N:10]=[C:4]2[CH:3]=1.[F:14][C:15]1[CH:16]=[CH:17][C:18]2=[C:19]([CH:35]=1)[O:20][CH2:21][C:22]1[CH:32]=[C:31]([CH:33]=[O:34])[CH:30]=[CH:29][C:23]=1/[C:24]/2=[C:25](/[CH3:28])\[C:26]#[N:27]>>[F:14][C:15]1[CH:16]=[CH:17][C:18]2=[C:19]([CH:35]=1)[O:20][CH2:21][C:22]1[CH:32]=[C:31]([CH:33]([C:8]3[N:5]4[CH:6]=[CH:7][C:2]([Cl:1])=[CH:3][C:4]4=[N:10][C:9]=3[CH2:11][CH3:12])[OH:34])[CH:30]=[CH:29][C:23]=1/[C:24]/2=[C:25](/[CH3:28])\[C:26]#[N:27]. Procedure details: [step 3] Using 7-chloro-2-ethyl-3-iodoimidazo[1,2-a]pyridine (700 mg, 2.28 mmol) obtained in step 2 and (E)-2-(3-fluoro-8-formyldibenzo[b,e]oxepin-11(6H)-ylidene)propanenitrile (335 mg, 1.14 mmol) obtained in Reference Example 5, and in the same manner as in Reference Example 8A, step 3, (E)-2-{3-fluoro-8-[(7-chloro-2-ethylimidazo[1,2-a]pyridin-3-yl)(hydroxy)methyl]dibenzo[b,e]oxepin-11(6H)-ylidene}propanenitrile (480 mg, 89%) was obtained. The reactants are ClC1=NC(=NC(=C1NC=O)NOC[C@H]1OC(OC1)(C)C)NC=O ((S)-4-chloro-2,5-diformamido-6-(2,2-dimethyl-1,3-dioxolan-4-ylmethoxyamino)pyrimidine). The solvent is C(C)(=O)OC(OCC)OCC (diethoxymethyl acetate). Reaction conditions: temperature 25 celsius, time 1.5 hour. Yields the product ClC1=C2N=CN(C2=NC(=N1)NC=O)OC[C@H]1OC(OC1)(C)C ((S)-6-chloro-9-(2,2-dimethyl-1,3-dioxolan-4-ylmethoxy)-2-formamidopurine). Isolated yield 65.2%. As a reaction SMILES: [Cl:1][C:2]1[C:7]([NH:8][CH:9]=O)=[C:6]([NH:11][O:12][CH2:13][C@@H:14]2[CH2:18][O:17][C:16]([CH3:20])([CH3:19])[O:15]2)[N:5]=[C:4]([NH:21][CH:22]=[O:23])[N:3]=1>C(OC(OCC)OCC)(=O)C>[Cl:1][C:2]1[N:3]=[C:4]([NH:21][CH:22]=[O:23])[N:5]=[C:6]2[C:7]=1[N:8]=[CH:9][N:11]2[O:12][CH2:13][C@@H:14]1[CH2:18][O:17][C:16]([CH3:20])([CH3:19])[O:15]1. Procedure: A solution of (S)-4-chloro-2,5-diformamido-6-(2,2-dimethyl-1,3-dioxolan-4-ylmethoxyamino)pyrimidine (2.1 g, 6.08 mmol) in diethoxymethyl acetate (30 ml) was stirred at 120° C. for 3 h. The reaction was evaporated to dryness, the residue dissolved in methanol (40 ml) and 0.88 ammonia (1 ml) and stirred for 1.5 h. at 25° C. Evaporation and chromatography of the residue on silica eluting with ethyl acetate-hexane 1:1 gave (S)-6-chloro-9-(2,2-dimethyl-1,3-dioxolan-4-ylmethoxy)-2-formamidopurine (1.3... Reactants: C(C1=CC=CC=C1)OC=1C=2N(C=C(N1)Cl)N=CC2C(=O)OC (methyl 4-(benzyloxy)-6-chloropyrazolo[1,5-a]pyrazine-3-carboxylate), Cl (HCl), O (water), CO (MeOH). Solvent: C1CCOC1 (THF). Conditions: time 5 hour. Product: ClC=1N=C(C=2N(C1)N=CC2C(=O)O)OC (6-chloro-4-methoxypyrazolo[1,5-a]pyrazine-3-carboxylic acid). As a reaction SMILES: [CH2:1]([O:8][C:9]1[C:10]2[N:11]([N:16]=[CH:17][C:18]=2[C:19]([O:21]C)=[O:20])[CH:12]=[C:13]([Cl:15])[N:14]=1)C1C=CC=CC=1.O.CO.Cl>C1COCC1>[Cl:15][C:13]1[N:14]=[C:9]([O:8][CH3:1])[C:10]2[N:11]([N:16]=[CH:17][C:18]=2[C:19]([OH:21])=[O:20])[CH:12]=1. Reported procedure: methyl 4-(benzyloxy)-6-chloropyrazolo[1,5-a]pyrazine-3-carboxylate (5.35) (894 mg, 2.81 mmol) was suspended in THF (7.5 mL), water (2.5 mL), and MeOH (2.5 mL). After stifling at 30° C. for 5 h, HPLC demonstrated one primary product. The reaction mixture was acidified with aqueous HCl and was partitioned between water, EtOAc and 2-Me-THF. The phases were separated and the aqueous phase was extracted 3 times with a mixture of EtOAc and 2-Me-THF. The combined organic phase was concentrated to affor... The reactants are NC=1SC(=CC1C(=O)N)C1=C(C=C(C=C1)C(C)(C)O)F (2-amino-5-[2-fluoro-4-(1-hydroxy-1-methylethyl)phenyl]thiophene-3-carboxamide), BrC1=CC=CC(=N1)OCCO (2-[(6-bromopyridin-2-yl)oxy]ethanol). Yields the product FC1=C(C=CC(=C1)C(C)(C)O)C1=CC(=C(S1)NC1=NC(=CC=C1)OCCO)C(=O)N (5-[2-Fluoro-4-(1-hydroxy-1-methylethyl)phenyl]-2-{[6-(2-hydroxyethoxy)pyridin-2-yl]amino}thiophene-3-carboxamide). RXN SMILES: [NH2:1][C:2]1[S:3][C:4]([C:10]2[CH:15]=[CH:14][C:13]([C:16]([OH:19])([CH3:18])[CH3:17])=[CH:12][C:11]=2[F:20])=[CH:5][C:6]=1[C:7]([NH2:9])=[O:8].Br[C:22]1[N:27]=[C:26]([O:28][CH2:29][CH2:30][OH:31])[CH:25]=[CH:24][CH:23]=1>>[F:20][C:11]1[CH:12]=[C:13]([C:16]([OH:19])([CH3:17])[CH3:18])[CH:14]=[CH:15][C:10]=1[C:4]1[S:3][C:2]([NH:1][C:22]2[CH:23]=[CH:24][CH:25]=[C:26]([O:28][CH2:29][CH2:30][OH:31])[N:27]=2)=[C:6]([C:7]([NH2:9])=[O:8])[CH:5]=1. Reported procedure: The title compound was prepared as described in Example 205, Step 2 using 2-amino-5-[2-fluoro-4-(1-hydroxy-1-methylethyl)phenyl]thiophene-3-carboxamide (60 mg, 0.20 mmol) and 2-[(6-bromopyridin-2-yl)oxy]ethanol (48.8 mg, 0.22 mmol) as starting materials. Reactants: O.NN (hydrazine hydrate), Cl.[N+](=O)([O-])C=1C=C(C=CC1)C(N)=N (3-Nitrobenzenecarboximidamide hydrochloride), C(C)(=O)NC(C(C(=O)OCC)=O)C (Ethyl 3-(acetylamino)-2-oxobutanoate). Solvent: C(C)O (ethanol), C(C)O (ethanol). Reaction conditions: temperature 20 celsius, time 1 hour. Product: [N+](=O)([O-])C=1C=C(C=CC1)C1=NN=C(C(N1)=O)C(C)NC(C)=O (N-{1-[3-(3-Nitrophenyl)-5-oxo-4,5-dihydro-1,2,4-triazin-6-yl]ethyl}acetamide). RXN SMILES: O.[NH2:2]N.Cl.[N+:5]([C:8]1[CH:9]=[C:10]([C:14](=[NH:16])[NH2:15])[CH:11]=[CH:12][CH:13]=1)([O-:7])=[O:6].[C:17]([NH:20][CH:21]([CH3:29])[C:22](=O)[C:23](OCC)=[O:24])(=[O:19])[CH3:18]>C(O)C>[N+:5]([C:8]1[CH:9]=[C:10]([C:14]2[NH:15][C:23](=[O:24])[C:22]([CH:21]([NH:20][C:17](=[O:19])[CH3:18])[CH3:29])=[N:2][N:16]=2)[CH:11]=[CH:12][CH:13]=1)([O-:7])=[O:6] |f:0.1,2.3|. Procedure details: 2.89 g (2.81 ml, 57.73 mmol) of hydrazine hydrate are added dropwise to 9.70 g (48.11 mmol) of 3-nitrobenzenecarboximidamide hydrochloride from example 2A in 200 ml of ethanol. The mixture is stirred for one hour at 20° C. After this time, 13.51 g (72.17 mmol) of ethyl 3-(acetylamino)-2-oxobutanoate from example 4A are added in ethanol, and the reaction mixture is stirred for 4 h at a bath temperature of 70–80° C., subsequently for 12 h at 20° C. The mixture is concentrated and the residue is pu...